This data is from the Open Reaction Database (ORD), a public repository of structured organic reaction records. The task is: describe an organic reaction: reactants, conditions, products, and yield The reactants are CCO, N#Cc1ccccc1-c1ccc(F)c([N+](=O)[O-])c1, C1CCOC1, O, O, Cl[Sn]Cl. The product is N#Cc1ccccc1-c1ccc(F)c(N)c1. Reaction SMILES: [CH3:24][CH2:25][OH:26].[F:1][c:2]1[c:3]([N+:16]([O-:17])=[O:18])[cH:4][c:5](-[c:8]2[c:9]([C:14]#[N:15])[cH:10][cH:11][cH:12][cH:13]2)[cH:6][cH:7]1.[O:27]1[CH2:28][CH2:29][CH2:30][CH2:31]1.[OH2:19].[OH2:20].[Sn:21]([Cl:22])[Cl:23]>>[F:1][c:2]1[c:3]([NH2:16])[cH:4][c:5](-[c:8]2[c:9]([C:14]#[N:15])[cH:10][cH:11][cH:12][cH:13]2)[cH:6][cH:7]1.